This data is from the Open Reaction Database (ORD), a public repository of structured organic reaction records. The task is: describe an organic reaction: reactants, conditions, products, and yield Reaction SMILES: [Br:1][c:2]1[cH:3][c:4]2[c:5]([cH:25][cH:26]1)[CH2:6][CH:7]([CH3:24])[N:8]([C:20]([NH:21][CH3:22])=[O:23])[N:9]=[C:10]2[c:11]1[cH:12][cH:13][c:14]([N+:17]([O-:18])=[O:19])[cH:15][cH:16]1.[CH3:27][CH2:28][O:29][C:30](=[O:31])[CH3:32]>>[Br:1][c:2]1[cH:3][c:4]2[c:5]([cH:25][cH:26]1)[CH2:6][CH:7]([CH3:24])[N:8]([C:20]([NH:21][CH3:22])=[O:23])[N:9]=[C:10]2[c:11]1[cH:12][cH:13][c:14]([NH2:17])[cH:15][cH:16]1. Starting materials: CNC(=O)N1N=C(c2ccc([N+](=O)[O-])cc2)c2cc(Br)ccc2CC1C, CCOC(C)=O. The product is CNC(=O)N1N=C(c2ccc(N)cc2)c2cc(Br)ccc2CC1C. The reactants are BrCC=1SC=C(N1)C(C)(C)C (2-bromomethyl-4-tert-butylthiazole), OC1=C(C=O)C=C(C=C1)OC (2-hydroxy-5-methoxybenzaldehyde), C([O-])([O-])=O.[K+].[K+] (potassium carbonate). The solvent is CC(=O)C (acetone). Product: C(C)(C)(C)C=1N=C(SC1)COC1=C(C=C(C=C1)OC)C=O (4-tert-butyl-2-(2-formyl-4-methoxyphenoxymethyl)thiazole). The yield is 72.8%. RXN SMILES: Br[CH2:2][C:3]1[S:4][CH:5]=[C:6]([C:8]([CH3:11])([CH3:10])[CH3:9])[N:7]=1.[OH:12][C:13]1[CH:20]=[CH:19][C:18]([O:21][CH3:22])=[CH:17][C:14]=1[CH:15]=[O:16].C(=O)([O-])[O-].[K+].[K+]>CC(C)=O>[C:8]([C:6]1[N:7]=[C:3]([CH2:2][O:12][C:13]2[CH:20]=[CH:19][C:18]([O:21][CH3:22])=[CH:17][C:14]=2[CH:15]=[O:16])[S:4][CH:5]=1)([CH3:11])([CH3:10])[CH3:9] |f:2.3.4|. Procedure: A mixture of 2-bromomethyl-4-tert-butylthiazole (3.4 g), 2-hydroxy-5-methoxybenzaldehyde (2.21 g) and potassium carbonate (2.0 g) in acetone (25 ml) was stirred under reflux for 7 hours. After being filtered, the filtrate was concentrated under reduced pressure to give a crude residue. The residue was subjected to column chromatography on silica gel and eluted with a mixture of toluene and ethyl acetate. The fractions containing object compound were combined and concentrated under reduced pressu... Reactants: BrC1=C(C=CC(=N1)C(=O)O)F (6-bromo-5-fluoropicolinic acid), CC1(OB(OC1(C)C)C1=CCC2(OCCO2)CC1)C (4,4,5,5-tetramethyl-2-(1,4-dioxaspiro[4.5]dec-7-en-8-yl)-1,3,2-dioxaborolane). The reagents and catalysts are C1=CC=C(C=C1)P([C-]2C=CC=C2)C3=CC=CC=C3.C1=CC=C(C=C1)P([C-]2C=CC=C2)C3=CC=CC=C3.Cl[Pd]Cl.[Fe+2].C(Cl)Cl (Pd(dppf)Cl2 DCM). Yields the product FC=1C=CC(=NC1C1=CCC2(OCCO2)CC1)C(=O)O (5-fluoro-6-(1,4-dioxaspiro[4.5]dec-7-en-8-yl)picolinic acid). As a reaction SMILES: Br[C:2]1[N:7]=[C:6]([C:8]([OH:10])=[O:9])[CH:5]=[CH:4][C:3]=1[F:11].CC1(C)C(C)(C)OB([C:20]2[CH2:29][CH2:28][C:23]3([O:27][CH2:26][CH2:25][O:24]3)[CH2:22][CH:21]=2)O1>C1C=CC(P(C2C=CC=CC=2)[C-]2C=CC=C2)=CC=1.C1C=CC(P(C2C=CC=CC=2)[C-]2C=CC=C2)=CC=1.Cl[Pd]Cl.[Fe+2].C(Cl)Cl>[F:11][C:3]1[CH:4]=[CH:5][C:6]([C:8]([OH:10])=[O:9])=[N:7][C:2]=1[C:20]1[CH2:29][CH2:28][C:23]2([O:27][CH2:26][CH2:25][O:24]2)[CH2:22][CH:21]=1 |f:2.3.4.5.6|. Procedure: Method 1 was followed using 6-bromo-5-fluoropicolinic acid (1.0 equiv.) and 4,4,5,5-tetramethyl-2-(1,4-dioxaspiro[4.5]dec-7-en-8-yl)-1,3,2-dioxaborolane (2.0 equiv.) and Pd(dppf)Cl2-DCM (0.2 equiv.) to give 5-fluoro-6-(1,4-dioxaspiro[4.5]dec-7-en-8-yl)picolinic acid. LC/MS=280.2 (M+H), Rt=0.66 min. The reactants are CC=1C(=CC=2C(CCC(C2C1)(C)C)(C)C)C(=O)C1=CC=2C(CCC(C2C=C1C)(C)C)(C)C (3,5,5,8,8-pentamethyl(5,6,7,8-tetrahydronaphthalen-2-yl] ketone), [BH4-].[Na+] (sodium borohydride). Solvent: CO (methanol). Conditions: temperature 0 celsius, time 4 hour. Yields the product CC=1C(=CC=2C(CCC(C2C1)(C)C)(C)C)C(C)O (1-(5,6,7,8-tetrahydro-3,5,5,8,8-pentamethylnaphthalen-2-yl)ethanol). As a reaction SMILES: [CH3:1][C:2]1[C:3]([C:16]([C:18]2C(C)=CC3C(C)(C)CCC(C)(C)C=3C=2)=[O:17])=[CH:4][C:5]2[C:6]([CH3:15])([CH3:14])[CH2:7][CH2:8][C:9]([CH3:13])([CH3:12])[C:10]=2[CH:11]=1.[BH4-].[Na+]>CO>[CH3:1][C:2]1[C:3]([CH:16]([OH:17])[CH3:18])=[CH:4][C:5]2[C:6]([CH3:15])([CH3:14])[CH2:7][CH2:8][C:9]([CH3:13])([CH3:12])[C:10]=2[CH:11]=1 |f:1.2|. Procedure: To a solution of 4.17 g (17.1 mmol) of methyl[3,5,5,8,8-pentamethyl(5,6,7,8-tetrahydronaphthalen-2-yl] ketone in methanol at 0° C. was portionwise added 0.77 g (20.4 mmol) of sodium borohydride and the resulting suspension stirred at 0° C. for 4 hours. Solvent was removed in-vacuo and the resulting solid taken-up in water, acidified using 1N HCl, and extracted three times with ether. The ether extracts were washed with water, brine and dried (MgSO4). The solvent was removed in-vacuo and resultin... As a reaction SMILES: [CH3:24][C:25](=[O:26])[O-:27].[CH3:28][C:29](=[O:30])[OH:31].[CH:8](=[O:9])[c:10]1[cH:11][cH:12][c:13]([O:14][CH2:15][CH2:16][CH2:17][C:18](=[O:19])[OH:20])[cH:21][cH:22]1.[Na+:23].[S:1]1[C:2](=[O:7])[NH:3][C:4](=[O:6])[CH2:5]1>>[S:1]1[C:2](=[O:7])[NH:3][C:4](=[O:6])[C:5]1=[CH:8][c:10]1[cH:11][cH:12][c:13]([O:14][CH2:15][CH2:16][CH2:17][C:18](=[O:19])[OH:20])[cH:21][cH:22]1. Reactants: CC(=O)[O-], CC(=O)O, O=Cc1ccc(OCCCC(=O)O)cc1, [Na+], O=C1CSC(=O)N1. Product: O=C(O)CCCOc1ccc(C=C2SC(=O)NC2=O)cc1. The reactants are Cl.NO (hydroxylamine hydrochloride), COC(=O)C1SCC(C1=O)C (2-Methoxycarbonyl-4-methyl-3-oxotetrahydrothiophene), CCOCC (ether). Solvent: C(C)#N (acetonitrile). Yields the product NC1=C(SC=C1C)C(=O)OC (methyl 3-amino-4-methylthiophene-2-carboxylate). Reaction SMILES: [CH3:1][O:2][C:3]([CH:5]1[C:9](=O)[CH:8]([CH3:11])[CH2:7][S:6]1)=[O:4].Cl.[NH2:13]O.CCOCC>C(#N)C>[NH2:13][C:9]1[C:8]([CH3:11])=[CH:7][S:6][C:5]=1[C:3]([O:2][CH3:1])=[O:4] |f:1.2|. Procedure: 2-Methoxycarbonyl-4-methyl-3-oxotetrahydrothiophene (l.74 g) was dissolved in acetonitrile (13 ml) and the resulting solution was brought to the boil. To this was added hydroxylamine hydrochloride (0.69 g) and the mixture was refluxed for 5 hours. The reaction mixture was cooled in ice and dry ether (50 ml) added whereby a sticky precipitate was produced which was filtered off with the aid of kieselguhr. The kieselguhr was slurried with water and filtered, and the filtrate was basified with ammo... Starting materials: B, Cc1cc(C(=O)O)cc(Cl)n1, C1CCOC1, C1CCOC1. The product is Cc1cc(CO)cc(Cl)n1. As a reaction SMILES: [BH3:17].[Cl:1][c:2]1[n:3][c:4]([CH3:11])[cH:5][c:6]([C:8](=[O:9])[OH:10])[cH:7]1.[O:12]1[CH2:13][CH2:14][CH2:15][CH2:16]1.[O:18]1[CH2:19][CH2:20][CH2:21][CH2:22]1>>[Cl:1][c:2]1[n:3][c:4]([CH3:11])[cH:5][c:6]([CH2:8][OH:9])[cH:7]1. Starting materials: C(C)(C)(C)OC(=O)N1CCC(=CC1)C=1OC=CC1C(=O)OC (4-(3-methoxycarbonylfuran-2-yl)-3,6-dihydro-2H-pyridine-1-carboxylic acid t-butyl ester). Reagents/catalysts: [Ni] (Ni). Run in CO (MeOH). Yields the product C(C)(C)(C)OC(=O)N1CCC(CC1)C=1OC=CC1C(=O)OC (4-(3-methoxycarbonylfuran-2-yl)piperidine-1-carboxylic acid t-butyl ester). Isolated yield 84.7%. As a reaction SMILES: [C:1]([O:5][C:6]([N:8]1[CH2:13][CH:12]=[C:11]([C:14]2[O:15][CH:16]=[CH:17][C:18]=2[C:19]([O:21][CH3:22])=[O:20])[CH2:10][CH2:9]1)=[O:7])([CH3:4])([CH3:3])[CH3:2]>CO.[Ni]>[C:1]([O:5][C:6]([N:8]1[CH2:13][CH2:12][CH:11]([C:14]2[O:15][CH:16]=[CH:17][C:18]=2[C:19]([O:21][CH3:22])=[O:20])[CH2:10][CH2:9]1)=[O:7])([CH3:4])([CH3:3])[CH3:2]. Procedure details: A solution of 4-(3-methoxycarbonylfuran-2-yl)-3,6-dihydro-2H-pyridine-1-carboxylic acid t-butyl ester (0.8 g, 2.1 mmol, 1.0 eq.) and Raney Ni (0.4 g) in MeOH (50 mL) was degassed and purged with hydrogen (3×). The mixture was hydrogenated (1 atm) for 1 hour, then purged with nitrogen, filtered and washed with MeOH (15 mL). The filtrate was concentrated to yield 4-(3-methoxycarbonylfuran-2-yl)piperidine-1-carboxylic acid t-butyl ester (550 mg) as a white solid. The reactants are C(C)(C)(C)[Si](O[C@@H]1CN(CC1)S(=O)(=O)C1=C(C=CC=C1)NC1=NC(=NC=C1Cl)Cl)(C)C ({2-[(S)-3-(tert-Butyl-dimethyl-silanyloxy)-pyrrolidine-1-sulfonyl]-phenyl}-(2,5-dichloro-pyrimidin-4-yl)-amine), NC=1C=CC2=C(CCCC(C2)NCCO)C1OC (2-(2-Amino-1-methoxy-6,7,8,9-tetrahydro-5H-benzocyclohepten-6-ylamino)-ethanol). Yields the product ClC=1C(=NC(=NC1)NC=1C=CC2=C(CCCC(C2)NCCO)C1OC)NC1=C(C=CC=C1)S(=O)(=O)N1C[C@H](CC1)O ((S)-1-(2-{5-Chloro-2-[6-(2-hydroxy-ethylamino)-1-methoxy-6,7,8,9-tetrahydro-5H-benzocyclohepten-2-ylamino]-pyrimidin-4-ylamino}-benzenesulfonyl)-pyrrolidin-3-ol). As a reaction SMILES: C([Si](C)(C)[O:6][C@H:7]1[CH2:11][CH2:10][N:9]([S:12]([C:15]2[CH:20]=[CH:19][CH:18]=[CH:17][C:16]=2[NH:21][C:22]2[C:27]([Cl:28])=[CH:26][N:25]=[C:24](Cl)[N:23]=2)(=[O:14])=[O:13])[CH2:8]1)(C)(C)C.[NH2:32][C:33]1[CH:34]=[CH:35][C:36]2[CH2:42][CH:41]([NH:43][CH2:44][CH2:45][OH:46])[CH2:40][CH2:39][CH2:38][C:37]=2[C:47]=1[O:48][CH3:49]>>[Cl:28][C:27]1[C:22]([NH:21][C:16]2[CH:17]=[CH:18][CH:19]=[CH:20][C:15]=2[S:12]([N:9]2[CH2:10][CH2:11][C@H:7]([OH:6])[CH2:8]2)(=[O:13])=[O:14])=[N:23][C:24]([NH:32][C:33]2[CH:34]=[CH:35][C:36]3[CH2:42][CH:41]([NH:43][CH2:44][CH2:45][OH:46])[CH2:40][CH2:39][CH2:38][C:37]=3[C:47]=2[O:48][CH3:49])=[N:25][CH:26]=1. Procedure: The title compound was prepared from {2-[(S)-3-(tert-Butyl-dimethyl-silanyloxy)-pyrrolidine-1-sulfonyl]-phenyl}-(2,5-dichloro-pyrimidin-4-yl)-amine (150 mg, 0.30 mmol) and 2-(2-Amino-1-methoxy-6,7,8,9-tetrahydro-5H-benzocyclohepten-6-ylamino)-ethanol (75 mg, 0.30 mmol) in an analagous manner to Example 946 to afford a white foam. Mp: 92-5° C. LCMS (m/e) 603 (M+1); 1H-NMR (CDCl3, 400 MHz) δ 9.36 (s, 1H), 8.50 (m, 1H), 8.18 (s, 1H), 8.00 (m, 2H), 7.62 (m, 1H), 7.50 (br s, 1H), 7.29 (m, 1H), 6.81 (...